describe an organic reaction: reactants, conditions, products, and yield From a dataset of the Open Reaction Database (ORD), a public repository of structured organic reaction records. Starting materials: O=C([O-])[O-], C1CNC1, CCOC(=O)c1cn(Cc2ccc(OC)cc2OC)c2nc(Cl)c(F)c(C)c2c1=O, ClCCl, [K+], [K+]. Yields the product CCOC(=O)c1cn(Cc2ccc(OC)cc2OC)c2nc(N3CCC3)c(F)c(C)c2c1=O. Reaction SMILES: [C:35](=[O:36])([O-:37])[O-:38].[CH2:31]1[CH2:32][NH:33][CH2:34]1.[Cl:1][c:2]1[c:3]([F:30])[c:4]([CH3:29])[c:5]2[c:6](=[O:28])[c:7]([C:23](=[O:24])[O:25][CH2:26][CH3:27])[cH:8][n:9]([CH2:12][c:13]3[c:14]([O:21][CH3:22])[cH:15][c:16]([O:19][CH3:20])[cH:17][cH:18]3)[c:10]2[n:11]1.[Cl:41][CH2:42][Cl:43].[K+:39].[K+:40]>>[c:2]1([N:33]2[CH2:32][CH2:31][CH2:34]2)[c:3]([F:30])[c:4]([CH3:29])[c:5]2[c:6](=[O:28])[c:7]([C:23](=[O:24])[O:25][CH2:26][CH3:27])[cH:8][n:9]([CH2:12][c:13]3[c:14]([O:21][CH3:22])[cH:15][c:16]([O:19][CH3:20])[cH:17][cH:18]3)[c:10]2[n:11]1. The reactants are Cl.NC1=CC=C(C=C1)N1CCC(CC1)=O (1-(4-Amino-phenyl)-piperidine-4-one hydrochloride), ClC=1C(=NC=C(C1)C(F)(F)F)OC1=CC=C(C=C1)S(=O)(=O)Cl (4-(3-chloro-5-trifluoromethyl-2-pyridyloxy)benzenesulfonyl chloride), C1=CC(=CC(=C1)O)C(CN)O (DL-norphenylephrine). The product is ClC=1C(=NC=C(C1)C(F)(F)F)OC1=CC=C(C=C1)S(=O)(=O)NC1=CC=C(C=C1)N1CCC(CC1)NCC(C1=CC(=CC=C1)O)O (4-{[3-Chloro-5-(trifluoromethyl)-2-pyridinyl]oxy}-N-[4-(4-{[2-hydroxy-2-(3-hydroxyphenyl)ethyl]amino}-1-piperidineyl)phenyl]benzenesulfonamide). Reaction SMILES: Cl.[NH2:2][C:3]1[CH:8]=[CH:7][C:6]([N:9]2[CH2:14][CH2:13][C:12](=O)[CH2:11][CH2:10]2)=[CH:5][CH:4]=1.[Cl:16][C:17]1[C:18]([O:27][C:28]2[CH:33]=[CH:32][C:31]([S:34](Cl)(=[O:36])=[O:35])=[CH:30][CH:29]=2)=[N:19][CH:20]=[C:21]([C:23]([F:26])([F:25])[F:24])[CH:22]=1.[CH:38]1[CH:43]=[C:42]([OH:44])[CH:41]=[C:40]([CH:45]([OH:48])[CH2:46][NH2:47])[CH:39]=1>>[Cl:16][C:17]1[C:18]([O:27][C:28]2[CH:33]=[CH:32][C:31]([S:34]([NH:2][C:3]3[CH:8]=[CH:7][C:6]([N:9]4[CH2:14][CH2:13][CH:12]([NH:47][CH2:46][CH:45]([OH:48])[C:40]5[CH:39]=[CH:38][CH:43]=[C:42]([OH:44])[CH:41]=5)[CH2:11][CH2:10]4)=[CH:5][CH:4]=3)(=[O:36])=[O:35])=[CH:30][CH:29]=2)=[N:19][CH:20]=[C:21]([C:23]([F:26])([F:25])[F:24])[CH:22]=1 |f:0.1|. Procedure: The title compound was prepared from 1-(4-aminophenyl)-4-piperidone hydrochloride (which was obtained in Example 224), 4-(3-chloro-5-trifluoromethyl-2-pyridyloxy)benzenesulfonyl chloride, and DL-norphenylephrine according to the procedure of Example 346; MS (ES) m/z: 663.2 (MH+). The reactants are C(C)(C)(C)OC(=O)N1[C@@H]([C@H]2C[C@H]2C1)CNCC1=CC=CC=C1 ((1S,2S,5R)-2-(Benzylamino-methyl)-3-aza-bicyclo[3.1.0]hexane-3-carboxylic acid tert-butyl ester). The reagents and catalysts are [Pd] (Pd/C), [Pd] (Pd/C). Solvent: CCO (EtOH). Reaction conditions: time 3 hour. Yields the product C(C)(C)(C)OC(=O)N1[C@@H]([C@H]2C[C@H]2C1)CN ((1S,2S,5R)-2-Aminomethyl-3-aza-bicyclo[3.1.0]hexane-3-carboxylic acid tert-butyl ester). As a reaction SMILES: [C:1]([O:5][C:6]([N:8]1[CH2:13][C@H:12]2[C@H:10]([CH2:11]2)[C@H:9]1[CH2:14][NH:15]CC1C=CC=CC=1)=[O:7])([CH3:4])([CH3:3])[CH3:2]>CCO.[Pd]>[C:1]([O:5][C:6]([N:8]1[CH2:13][C@H:12]2[C@H:10]([CH2:11]2)[C@H:9]1[CH2:14][NH2:15])=[O:7])([CH3:4])([CH3:3])[CH3:2]. Reported procedure: A solution of (1S,2S,5R)-2-(Benzylamino-methyl)-3-aza-bicyclo[3.1.0]hexane-3-carboxylic acid tert-butyl ester (2.32 mmol) in EtOH (40 mL) is treated with Pd/C (5%, 460 mg) and stirred under a hydrogen atmosphere (1 bar) for 3 h. An additional amount of Pd/C (150 mg) is added and the mixture is stirred for further 2 h. After filtration through celite and removal of the solvents the desired product is obtained which is used without further purification. RXN SMILES: [C:33](=[O:34])([OH:35])[O-:36].[Cl:19][CH2:20][c:21]1[n:22][c:23](-[c:26]2[cH:27][cH:28][c:29]([Cl:32])[cH:30][cH:31]2)[s:24][cH:25]1.[NH2:1][c:2]1[n:3][c:4]([SH:18])[c:5]([C:16]#[N:17])[c:6](-[c:10]2[n:11][c:12]([Br:15])[s:13][cH:14]2)[c:7]1[C:8]#[N:9].[Na+:37].[O:39]=[CH:40][N:41]([CH3:42])[CH3:43].[OH2:38]>>[NH2:1][c:2]1[n:3][c:4]([S:18][CH2:20][c:21]2[n:22][c:23](-[c:26]3[cH:27][cH:28][c:29]([Cl:32])[cH:30][cH:31]3)[s:24][cH:25]2)[c:5]([C:16]#[N:17])[c:6](-[c:10]2[n:11][c:12]([Br:15])[s:13][cH:14]2)[c:7]1[C:8]#[N:9]. The product is N#Cc1c(N)nc(SCc2csc(-c3ccc(Cl)cc3)n2)c(C#N)c1-c1csc(Br)n1. Reactants: O=C([O-])O, ClCc1csc(-c2ccc(Cl)cc2)n1, N#Cc1c(N)nc(S)c(C#N)c1-c1csc(Br)n1, [Na+], CN(C)C=O, O. The reactants are C(CCC)C/1=CN(S\C1=N/C(C1=C(C=CC(=C1)Cl)F)=O)C(C)(C)C (N-[(5Z)-4-butyl-2-tert-butylisothiazol-5(2H)-ylidene]-5-chloro-2-fluorobenzamide), C(C(F)(F)F)O (trifluoroethanol), CC(C)([O-])C.[K+] (potassium tert-butoxide). The solvent is C1CCOC1 (THF), O (water). Reaction conditions: time 12 hour. The product is FC(C(=O)O)(F)F (trifluoroacetic acid), C(CCC)C/1=CN(S\C1=N/C(C1=C(C=CC(=C1)Cl)OCC(F)(F)F)=O)C(C)(C)C (N-[(5Z)-4-butyl-2-tert-butylisothiazol-5(2H)-ylidene]-5-chloro-2-(2,2,2-trifluoroethoxy)benzamide). Isolated yield 56.1%. As a reaction SMILES: [CH2:1]([C:5]1=[CH:6][N:7]([C:21]([CH3:24])([CH3:23])[CH3:22])[S:8]/[C:9]/1=[N:10]\[C:11](=[O:20])[C:12]1[CH:17]=[C:16]([Cl:18])[CH:15]=[CH:14][C:13]=1F)[CH2:2][CH2:3][CH3:4].[CH2:25]([OH:30])[C:26]([F:29])([F:28])[F:27].CC(C)([O-])C.[K+]>C1COCC1.O>[F:27][C:26]([F:29])([F:28])[C:25]([OH:20])=[O:30].[CH2:1]([C:5]1=[CH:6][N:7]([C:21]([CH3:24])([CH3:23])[CH3:22])[S:8]/[C:9]/1=[N:10]\[C:11](=[O:20])[C:12]1[CH:17]=[C:16]([Cl:18])[CH:15]=[CH:14][C:13]=1[O:30][CH2:25][C:26]([F:29])([F:28])[F:27])[CH2:2][CH2:3][CH3:4] |f:2.3|. Procedure details: A mixture of the product from Example 47A (101 mg, 0.27 mmol), trifluoroethanol (33 mg, 0.32 mmol) and potassium tert-butoxide (2 M) (340 μL, 0.68 mmol) in THF (10 mL) was stirred at rt for 12 hrs. The mixture was diluted with water, and extracted with EtOAc. The organic extract was dried (Na2SO4), filtered and concentrated. The residue was purified by reverse phase preparative HPLC on a Waters Symmetry C8 column (25 mm×100 mm, 7 μm particle size) using a gradient of 10% to 100% acetonitrile:0.1... Reactants: [BH4-], O=[N+]([O-])c1cc(OCc2ccccc2)c(C(F)(F)F)cc1F, CO, [Na+], Cl[Ni]Cl. Product: Nc1cc(OCc2ccccc2)c(C(F)(F)F)cc1F. Reaction SMILES: [BH4-:23].[CH2:1]([c:2]1[cH:3][cH:4][cH:5][cH:6][cH:7]1)[O:8][c:9]1[c:10]([C:19]([F:20])([F:21])[F:22])[cH:11][c:12]([F:18])[c:13]([N+:15]([O-:16])=[O:17])[cH:14]1.[CH3:25][OH:26].[Na+:24].[Ni:27]([Cl:28])[Cl:29]>>[CH2:1]([c:2]1[cH:3][cH:4][cH:5][cH:6][cH:7]1)[O:8][c:9]1[c:10]([C:19]([F:20])([F:21])[F:22])[cH:11][c:12]([F:18])[c:13]([NH2:15])[cH:14]1. Starting materials: S1C(=CC=C1)B(O)O (2-thiopheneboronic acid), C([O-])(O)=O.[Na+] (sodium bicarbonate), C(C)(C)(C)OC(=O)N1N=C(C2=CC(=CC=C12)P(=O)(OC)OC)I (5-(dimethoxyphosphoryl)-3-iodoindazole-1-carboxylic acid tert-butyl ester). Reagents/catalysts: C=1C=CC(=CC1)[P](C=2C=CC=CC2)(C=3C=CC=CC3)[Pd]([P](C=4C=CC=CC4)(C=5C=CC=CC5)C=6C=CC=CC6)([P](C=7C=CC=CC7)(C=8C=CC=CC8)C=9C=CC=CC9)[P](C=1C=CC=CC1)(C=1C=CC=CC1)C=1C=CC=CC1 (tetrakis(triphenylphosphine)palladium(0)). Solvent: CN(C=O)C (dimethylformamide). Run at temperature 130 celsius, time 5 hour. Product: COP(OC)(=O)C=1C=C2C(=NNC2=CC1)C=1SC=CC1 ((3-thiophen-2-yl-1H-indazol-5-yl)phosphonic acid dimethyl ester). Isolated yield 2.1%. As a reaction SMILES: [S:1]1[CH:5]=[CH:4][CH:3]=[C:2]1B(O)O.C(=O)(O)[O-].[Na+].C(OC([N:21]1[C:29]2[C:24](=[CH:25][C:26]([P:30]([O:34][CH3:35])([O:32][CH3:33])=[O:31])=[CH:27][CH:28]=2)[C:23](I)=[N:22]1)=O)(C)(C)C>C1C=CC([P]([Pd]([P](C2C=CC=CC=2)(C2C=CC=CC=2)C2C=CC=CC=2)([P](C2C=CC=CC=2)(C2C=CC=CC=2)C2C=CC=CC=2)[P](C2C=CC=CC=2)(C2C=CC=CC=2)C2C=CC=CC=2)(C2C=CC=CC=2)C2C=CC=CC=2)=CC=1.CN(C)C=O>[CH3:35][O:34][P:30]([C:26]1[CH:25]=[C:24]2[C:29](=[CH:28][CH:27]=1)[NH:21][N:22]=[C:23]2[C:2]1[S:1][CH:5]=[CH:4][CH:3]=1)(=[O:31])[O:32][CH3:33] |f:1.2,^1:40,42,61,80|. Procedure details: 44.8 mg (0.25 eq; 0.039 mmol) of tetrakis(triphenylphosphine)palladium(0), 39.6 mg (2 eq; 0.310 mmol) of 2-thiopheneboronic acid, 3 ml of dimethylformamide and 150 μl of saturated sodium bicarbonate solution are added to 70 mg (1 eq; 0.155 mol) of 5-(dimethoxyphosphoryl)-3-iodoindazole-1-carboxylic acid tert-butyl ester. The medium is stirred at 130° C. for 5 hours. The reaction medium is filtered through paper and the solvent is evaporated off under reduced pressure in a rotary evaporator. The ... Starting materials: C([O-])([O-])=O.[Na+].[Na+] (sodium carbonate), O (water), C(=O)C1=CC=C(O1)B(O)O (5-Formyl-2-furanboronic acid), BrC=1C=C(C=CC1)I (3-bromoiodobenzene). The reagents and catalysts are C=1C=CC(=CC1)[P](C=2C=CC=CC2)(C=3C=CC=CC3)[Pd]([P](C=4C=CC=CC4)(C=5C=CC=CC5)C=6C=CC=CC6)([P](C=7C=CC=CC7)(C=8C=CC=CC8)C=9C=CC=CC9)[P](C=1C=CC=CC1)(C=1C=CC=CC1)C=1C=CC=CC1 (tetrakis(triphenylphosphine)palladium). Run in COCCOC (1,2-dimethoxyethane). Yields the product BrC=1C=C(C=CC1)C1=CC=C(O1)C=O (5-(3-bromophenyl)furan-2-carbaldehyde). Yield: 25.9%. Reaction SMILES: [CH:1]([C:3]1[O:7][C:6](B(O)O)=[CH:5][CH:4]=1)=[O:2].[Br:11][C:12]1[CH:13]=[C:14](I)[CH:15]=[CH:16][CH:17]=1.C(=O)([O-])[O-].[Na+].[Na+].O>COCCOC.C1C=CC([P]([Pd]([P](C2C=CC=CC=2)(C2C=CC=CC=2)C2C=CC=CC=2)([P](C2C=CC=CC=2)(C2C=CC=CC=2)C2C=CC=CC=2)[P](C2C=CC=CC=2)(C2C=CC=CC=2)C2C=CC=CC=2)(C2C=CC=CC=2)C2C=CC=CC=2)=CC=1>[Br:11][C:12]1[CH:17]=[C:16]([C:6]2[O:7][C:3]([CH:1]=[O:2])=[CH:4][CH:5]=2)[CH:15]=[CH:14][CH:13]=1 |f:2.3.4,^1:35,37,56,75|. Reported procedure: 5-Formyl-2-furanboronic acid (676 mg, 4.8 mmol) and 3-bromoiodobenzene (1132 mg, 4 mmol) were dissolved in 1,2-dimethoxyethane (30 mL), tetrakis(triphenylphosphine)palladium (228 mg, 0.2 mmol) was added thereto, 2 mol/L sodium carbonate (9.6 mL) was further added thereto, and the mixture was heated to reflux for 2 hours while stirring. After the reaction was completed water (20 mL) was added thereto, and extraction with ethyl acetate (20 mL×2) was carried out. The organic layer was washed with s...